From a dataset of the Open Reaction Database (ORD), a public repository of structured organic reaction records. describe an organic reaction: reactants, conditions, products, and yield The reactants are C(C)(C)(C)OC(=O)N1CCC(CC1)N1N=CC(=C1)C=1C=NC(=C(C1)O[C@H](C)C1=C(C(=CC=C1Cl)F)Cl)N (4-(4-{6-amino-5-[(R)-1-(2,6-dichloro-3-fluoro-phenyl)-ethoxy]-pyridin-3-yl}-pyrazol-1-yl)-piperidine-1-carboxylic acid tert-butyl ester), Cl.O1CCOCC1 (HCl Dioxane), Cl.O1CCOCC1 (HCl Dioxane). Solvent: C(Cl)Cl (CH2Cl2). Reaction conditions: time 8 hour. The product is ClC1=C(C(=CC=C1F)Cl)[C@@H](C)OC=1C(=NC=C(C1)C=1C=NN(C1)C1CCNCC1)N (3-[(R)-1-(2,6-dichloro-3-fluoro-phenyl)-ethoxy]-5-(1-piperidin-4-yl-1H-pyrazol-4-yl)-pyridin-2-ylamine). The yield is 74.4%. As a reaction SMILES: C(OC([N:8]1[CH2:13][CH2:12][CH:11]([N:14]2[CH:18]=[C:17]([C:19]3[CH:20]=[N:21][C:22]([NH2:37])=[C:23]([O:25][C@@H:26]([C:28]4[C:33]([Cl:34])=[CH:32][CH:31]=[C:30]([F:35])[C:29]=4[Cl:36])[CH3:27])[CH:24]=3)[CH:16]=[N:15]2)[CH2:10][CH2:9]1)=O)(C)(C)C.Cl.O1CCOCC1>C(Cl)Cl>[Cl:36][C:29]1[C:30]([F:35])=[CH:31][CH:32]=[C:33]([Cl:34])[C:28]=1[C@H:26]([O:25][C:23]1[C:22]([NH2:37])=[N:21][CH:20]=[C:19]([C:17]2[CH:16]=[N:15][N:14]([CH:11]3[CH2:12][CH2:13][NH:8][CH2:9][CH2:10]3)[CH:18]=2)[CH:24]=1)[CH3:27] |f:1.2|. Reported procedure: To a solution of 4-(4-{6-amino-5-[(R)-1-(2,6-dichloro-3-fluoro-phenyl)-ethoxy]-pyridin-3-yl}-pyrazol-1-yl)-piperidine-1-carboxylic acid tert-butyl ester (11.8 g, 21.45 mmol) in CH2Cl2 (59 mL, 0.2M) was added 4N HCl/Dioxane (21 mL). The solution was stirred overnight forming a solid. The solid was crushed thoroughly with a glass rod and sonicated to release starting material trapped in the solid. Additional 4N HCl/Dioxane (21 mL) was added and stirred for another 2 hours at room temperature in wh... Reactants: C(C1=CC=CC=C1)(C1=CC=CC=C1)(C1=CC=CC=C1)Cl (trityl chloride), OCCN1CCNCC1 (1-(2-hydroxyethyl)piperazine). Solvent: C(Cl)Cl (methylene chloride), C(Cl)Cl (methylene chloride), CN(C)C (trimethylamine). Reaction conditions: time 18 hour. Product: OCCN1CCN(CC1)C(C1=CC=CC=C1)(C1=CC=CC=C1)C1=CC=CC=C1 (1-(2-hydroxyethyl)-4-triphenylmethylpiperazine). Isolated yield 53.8%. As a reaction SMILES: [OH:1][CH2:2][CH2:3][N:4]1[CH2:9][CH2:8][NH:7][CH2:6][CH2:5]1.[C:10](Cl)([C:23]1[CH:28]=[CH:27][CH:26]=[CH:25][CH:24]=1)([C:17]1[CH:22]=[CH:21][CH:20]=[CH:19][CH:18]=1)[C:11]1[CH:16]=[CH:15][CH:14]=[CH:13][CH:12]=1>C(Cl)Cl.CN(C)C>[OH:1][CH2:2][CH2:3][N:4]1[CH2:9][CH2:8][N:7]([C:10]([C:11]2[CH:16]=[CH:15][CH:14]=[CH:13][CH:12]=2)([C:23]2[CH:24]=[CH:25][CH:26]=[CH:27][CH:28]=2)[C:17]2[CH:18]=[CH:19][CH:20]=[CH:21][CH:22]=2)[CH2:6][CH2:5]1. Procedure: 2.6 g of 1-(2-hydroxyethyl)piperazine was dissolved in a mixture of 20 ml of dry methylene chloride and 10 ml of trimethylamine and stirred at room temperature during the slow addition of a solution of 5.6 g of trityl chloride in 20 ml of dry methylene chloride. When the addition was complete, the solution was stirred for a further 18 hours at room temperature and then evaporated to dryness. Basification with 5% aqueous sodium bicarbonate solution and extraction with methylene chloride gave 4.0 ... Starting materials: CC1=C(CC#N)C=CC(=C1)C (2,4-Dimethylbenzylcyanide), S(O)(O)(=O)=O (sulfuric acid), O (water), ice. Reaction conditions: time 1 hour. Yields the product CC1=C(C=CC(=C1)C)CC(=O)O (2,4-dimethyl-phenyl-acetic acid). Reaction SMILES: [CH3:1][C:2]1[CH:10]=[C:9]([CH3:11])[CH:8]=[CH:7][C:3]=1[CH2:4][C:5]#N.S(=O)(=O)(O)[OH:13].[OH2:17]>>[CH3:1][C:2]1[CH:10]=[C:9]([CH3:11])[CH:8]=[CH:7][C:3]=1[CH2:4][C:5]([OH:13])=[O:17]. Procedure details: 2,4-Dimethylbenzylcyanide (70 g, 0.48 mol) was mixed with water (134 ml) and concentrated sulfuric acid (106 ml, 1.98 mol) was added slowly. The reaction was heated to reflux for 3 hours, then cooled to room temperature over 18 hours. The mixture was poured onto crushed ice (500 ml), stirred for one hour and the resulting precipitate was isolated by filtration. After washing with water the solid was dissolved in 1.2M sodium hydroxide solution (500 ml), extracted with dichloromethane (2×250 ml) a... Starting materials: ClC1=CC(=C(C=C1)C(CC(=O)C=1C=CC(N(C1)C)=O)C1=CC=C(C=C1)S(=O)(=O)C)F (5-(3-(4-chloro-2-fluorophenyl)-3-(4-(methylsulfonyl)-phenyl)propanoyl)-1-methylpyridin-2(1H)-one), Cl.NO (hydroxylamine hydrochloride), C(O)([O-])=O.[Na+] (sodium hydrogencarbonate). The product is ClC1=CC(=C(C=C1)C(C\C(=N/O)\C=1C=CC(N(C1)C)=O)C1=CC=C(C=C1)S(=O)(=O)C)F ((E)-5-(3-(4-Chloro-2-fluorophenyl)-1-(hydroxyimino)-3-(4-(methylsulfonyl)phenyl)propyl)-1-methylpyridin-2(1H)-one). As a reaction SMILES: [Cl:1][C:2]1[CH:7]=[CH:6][C:5]([CH:8]([C:20]2[CH:25]=[CH:24][C:23]([S:26]([CH3:29])(=[O:28])=[O:27])=[CH:22][CH:21]=2)[CH2:9][C:10]([C:12]2[CH:13]=[CH:14][C:15](=[O:19])[N:16]([CH3:18])[CH:17]=2)=O)=[C:4]([F:30])[CH:3]=1.Cl.[NH2:32][OH:33].C(=O)([O-])O.[Na+]>>[Cl:1][C:2]1[CH:7]=[CH:6][C:5]([CH:8]([C:20]2[CH:21]=[CH:22][C:23]([S:26]([CH3:29])(=[O:27])=[O:28])=[CH:24][CH:25]=2)[CH2:9]/[C:10](/[C:12]2[CH:13]=[CH:14][C:15](=[O:19])[N:16]([CH3:18])[CH:17]=2)=[N:32]\[OH:33])=[C:4]([F:30])[CH:3]=1 |f:1.2,3.4|. Procedure details: In analogy to example 151, step 3, 5-(3-(4-chloro-2-fluorophenyl)-3-(4-(methylsulfonyl)-phenyl)propanoyl)-1-methylpyridin-2(1H)-one was reacted with hydroxylamine hydrochloride in the presence of sodium hydrogencarbonate to give the title compound as a colourless solid, MS (ESI+): m/z=463.1 [M+H]+. The reactants are CCOC(=O)C(Cc1ccccc1)S(=O)(=O)c1ccc(OC)cc1, CI, CC(C)=O, [K+], [K+], O=C([O-])[O-], C1COCCOCCOCCOCCOCCO1. The product is CCOC(=O)C(C)(Cc1ccccc1)S(=O)(=O)c1ccc(OC)cc1. Reaction SMILES: [CH2:1]([CH3:2])[O:3][C:4]([CH:5]([CH2:6][c:7]1[cH:8][cH:9][cH:10][cH:11][cH:12]1)[S:13](=[O:14])(=[O:15])[c:16]1[cH:17][cH:18][c:19]([O:22][CH3:23])[cH:20][cH:21]1)=[O:24].[CH3:25][I:26].[CH3:45][C:46](=[O:47])[CH3:48].[K+:49].[K+:50].[O-:51][C:52]([O-:53])=[O:54].[O:27]1[CH2:28][CH2:44][O:43][CH2:42][CH2:41][O:40][CH2:39][CH2:38][O:37][CH2:36][CH2:35][O:34][CH2:33][CH2:32][O:31][CH2:30][CH2:29]1>>[CH2:1]([CH3:2])[O:3][C:4]([C:5]([CH2:6][c:7]1[cH:8][cH:9][cH:10][cH:11][cH:12]1)([S:13](=[O:14])(=[O:15])[c:16]1[cH:17][cH:18][c:19]([O:22][CH3:23])[cH:20][cH:21]1)[CH3:28])=[O:24].